Dataset: the Open Reaction Database (ORD), a public repository of structured organic reaction records. Task: describe an organic reaction: reactants, conditions, products, and yield Reactants: C(N)(=N)CCCNC(=O)C=1N(C=C(C1)[N+](=O)[O-])CCC(C)C (1-(3-Methyl-butyl)-4-nitro-1H-pyrrole-2-carboxylic acid (3-carbamimidoyl-propyl)-amide), amine, amine, FC1=C(C(=C(C(=C1OC(=O)C=1NC2=CC=C(C=C2C1)C(NCCNC(=O)OC(C)(C)C)=O)F)F)F)F (5-(2-tert-Butoxycarbonylamino-ethylcarbamoyl)-1H-indole-2-carboxylic acid pentafluorophenyl ester), compound 95. The product is C(C)(C)(C)OC(NCCNC(=O)C=1C=C2C=C(NC2=CC1)C(NC1=CN(C(=C1)C(NCCCC(N)=N)=O)CCC(C)C)=O)=O ([2-({2-[5-(3-Carbamimidoyl-propylcarbamoyl)-1-(3-methyl-butyl)-1H-pyrrol-3-ylcarbamoyl]-1H-indole-5-carbonyl}-amino)-ethyl]-carbamic acid tert-butyl ester). Yield: 58.0%. Reaction SMILES: [C:1]([CH2:4][CH2:5][CH2:6][NH:7][C:8]([C:10]1[N:11]([CH2:18][CH2:19][CH:20]([CH3:22])[CH3:21])[CH:12]=[C:13]([N+:15]([O-])=O)[CH:14]=1)=[O:9])(=[NH:3])[NH2:2].FC1C([O:30][C:31]([C:33]2[NH:34][C:35]3[C:40]([CH:41]=2)=[CH:39][C:38]([C:42](=[O:54])[NH:43][CH2:44][CH2:45][NH:46][C:47]([O:49][C:50]([CH3:53])([CH3:52])[CH3:51])=[O:48])=[CH:37][CH:36]=3)=O)=C(F)C(F)=C(F)C=1F>>[C:50]([O:49][C:47](=[O:48])[NH:46][CH2:45][CH2:44][NH:43][C:42]([C:38]1[CH:39]=[C:40]2[C:35](=[CH:36][CH:37]=1)[NH:34][C:33]([C:31](=[O:30])[NH:15][C:13]1[CH:14]=[C:10]([C:8](=[O:9])[NH:7][CH2:6][CH2:5][CH2:4][C:1](=[NH:3])[NH2:2])[N:11]([CH2:18][CH2:19][CH:20]([CH3:22])[CH3:21])[CH:12]=1)=[CH:41]2)=[O:54])([CH3:53])([CH3:51])[CH3:52]. Procedure: 1-(3-Methyl-butyl)-4-nitro-1H-pyrrole-2-carboxylic acid (3-carbamimidoyl-propyl)-amide (prepared by the methods described in Dyatkina et al. J. Med. Chem., 45:805–817, 2002) was reduced to its amine by hydrogenation according to the procedure for 97. The amine was then coupled with compound 33 according to the similar procedure for preparation of compound 95 to give compound 101 in 58% yield. MS: 609.33 (M+H+).